describe an organic reaction: reactants, conditions, products, and yield From a dataset of the Open Reaction Database (ORD), a public repository of structured organic reaction records. Yields the product C(C)OC(=O)CCCCCCC1(C(NC(N1CCC(CCCCC)O)=O)=O)C (5-(6-ethoxycarbonylhexyl)-1-(3-hydroxyoctyl)-5-methylhydantoin). Run in C(C)O (ethanol). Reaction SMILES: [NH2:1]C(C)(CCCCCCC(OCC)=O)C(OCC)=O.C=C[C:22](=[O:28])CCCCC.[CH3:29][C:30]([NH:47][CH2:48][CH2:49][C:50](=[O:56])[CH2:51][CH2:52][CH2:53][CH2:54][CH3:55])([CH2:36][CH2:37][CH2:38][CH2:39][CH2:40][CH2:41][C:42]([O:44][CH2:45][CH3:46])=[O:43])[C:31]([O:33]CC)=O.[BH4-].[Na+]>C(O)C>[CH2:45]([O:44][C:42]([CH2:41][CH2:40][CH2:39][CH2:38][CH2:37][CH2:36][C:30]1([CH3:29])[N:47]([CH2:48][CH2:49][CH:50]([OH:56])[CH2:51][CH2:52][CH2:53][CH2:54][CH3:55])[C:22](=[O:28])[NH:1][C:31]1=[O:33])=[O:43])[CH3:46] |f:3.4|. Reaction conditions: time 8 hour. Procedure: A mixture of diethyl 2-amino-2-methylnonanedioate (2.73 g) with oct-1-en-3-one (1.323 g) was set aside at room temperature overnight. The resulting diethyl 2-methyl-2-((3-oxooctyl)amino)nonanedioate was taken up in ethanol (40 ml), treated with sodium borohydride (0.38 g) and stirred at room temperature for 21/2 hours. The ethanol was evaporated in vacuo, the residue was shaken with water and ether, and the ethereal solution was washed with water and dried over magnesium sulphate. Removal of the... Starting materials: [BH4-].[Na+] (sodium borohydride), NC(C(=O)OCC)(CCCCCCC(=O)OCC)C (diethyl 2-amino-2-methylnonanedioate), C=CC(CCCCC)=O (oct-1-en-3-one), CC(C(=O)OCC)(CCCCCCC(=O)OCC)NCCC(CCCCC)=O (diethyl 2-methyl-2-((3-oxooctyl)amino)nonanedioate). Reactants: CC[SiH](CC)CC, COC(=O)C1(C)CCc2c(OC)cccc2C1=O, CCOC(C)=O, O, O=C(O)C(F)(F)F. Product: COC(=O)C1(C)CCc2c(cccc2OC)C1. As a reaction SMILES: [CH2:19]([SiH:20]([CH2:21][CH3:22])[CH2:23][CH3:24])[CH3:25].[CH3:1][C:2]1([C:15](=[O:16])[O:17][CH3:18])[C:3](=[O:14])[c:4]2[cH:5][cH:6][cH:7][c:8]([O:12][CH3:13])[c:9]2[CH2:10][CH2:11]1.[CH3:26][CH2:27][O:28][C:29](=[O:30])[CH3:31].[OH2:32].[OH:33][C:34]([C:35]([F:36])([F:37])[F:38])=[O:39]>>[CH3:1][C:2]1([C:15](=[O:16])[O:17][CH3:18])[CH2:3][c:4]2[cH:5][cH:6][cH:7][c:8]([O:12][CH3:13])[c:9]2[CH2:10][CH2:11]1. Reactants: COC(=O)c1cccc(C2(C#N)CCOCC2)c1, CO, [Li+], C1CCOC1, [OH-], O, O. The product is N#CC1(c2cccc(C(=O)O)c2)CCOCC1. RXN SMILES: [C:1](#[N:2])[C:3]1([c:9]2[cH:10][c:11]([C:12](=[O:13])[O:14][CH3:15])[cH:16][cH:17][cH:18]2)[CH2:4][CH2:5][O:6][CH2:7][CH2:8]1.[CH3:22][OH:23].[Li+:21].[O:25]1[CH2:26][CH2:27][CH2:28][CH2:29]1.[OH-:20].[OH2:19].[OH2:24]>>[C:1](#[N:2])[C:3]1([c:9]2[cH:10][c:11]([C:12](=[O:13])[OH:14])[cH:16][cH:17][cH:18]2)[CH2:4][CH2:5][O:6][CH2:7][CH2:8]1.